Dataset: the Open Reaction Database (ORD), a public repository of structured organic reaction records. Task: describe an organic reaction: reactants, conditions, products, and yield Starting materials: CCOC(=O)CCCCCn1c2ccccc2c2ccccc21, C[O-], CO, CCOC(C)=O, Cl, NO, [Na+], [Na+], O=C([O-])O. Product: O=C(CCCCCn1c2ccccc2c2ccccc21)NO. As a reaction SMILES: [CH2:1]([O:3][C:4](=[O:2])[CH2:5][CH2:6][CH2:7][CH2:8][CH2:9][n:10]1[c:11]2[cH:12][cH:13][cH:14][cH:15][c:16]2[c:17]2[cH:18][cH:19][cH:20][cH:21][c:22]12)[CH3:23].[CH3:27][O-:28].[CH3:30][OH:31].[CH3:32][CH2:33][O:34][C:35](=[O:36])[CH3:37].[ClH:24].[NH2:25][OH:26].[Na+:29].[Na+:42].[O-:38][C:39]([OH:40])=[O:41]>>[O:3]=[C:4]([CH2:5][CH2:6][CH2:7][CH2:8][CH2:9][n:10]1[c:11]2[cH:12][cH:13][cH:14][cH:15][c:16]2[c:17]2[cH:18][cH:19][cH:20][cH:21][c:22]12)[NH:25][OH:26]. Starting materials: ClCCl, COc1ccc2ncc(C(N)=O)c(Cl)c2n1. The product is COc1ccc2ncc(C#N)c(Cl)c2n1. RXN SMILES: [Cl:17][CH2:18][Cl:19].[Cl:1][c:2]1[c:3]([C:14](=[O:15])[NH2:16])[cH:4][n:5][c:6]2[cH:7][cH:8][c:9]([O:12][CH3:13])[n:10][c:11]12>>[Cl:1][c:2]1[c:3]([C:14]#[N:16])[cH:4][n:5][c:6]2[cH:7][cH:8][c:9]([O:12][CH3:13])[n:10][c:11]12. Reactants: CN[C@@H](CC1=CNC=N1)C(=O)O (N-methyl-L-histidine), CO (methanol). The product is COC([C@@H](NC)CC1=CNC=N1)=O (N-Methyl-L-Histidine methyl ester). Reaction SMILES: [CH3:1][NH:2][C@H:3]([C:10]([OH:12])=[O:11])[CH2:4][C:5]1[N:9]=[CH:8][NH:7][CH:6]=1.[CH3:13]O>>[CH3:13][O:11][C:10](=[O:12])[C@H:3]([CH2:4][C:5]1[N:9]=[CH:8][NH:7][CH:6]=1)[NH:2][CH3:1]. Reported procedure: One gram of N-methyl-L-histidine was dissolved in methanol and HCl was bubbled in at 0° C. for a few minutes. The mixture was heated at reflux 1.5 hours (more hydrochloric acid was introduced on several occasions) and the cooled solution was concentrated at reduced pressure. HPLC indicated about 7% of unreacted starting material remaining. The product was not additionally purified. Starting materials: COC1=C(CNC=2C(=NC=CC2)C2=CC=CC=C2)C=CC=C1 (3-(2-Methoxybenzylamino)-2-phenylpyridine). Reagents/catalysts: [Pt]=O (platinum oxide). Run in C(C)(=O)O (acetic acid). Reaction conditions: time 2.5 hour. The product is COC1=C(CN[C@@H]2[C@@H](NCCC2)C2=CC=CC=C2)C=CC=C1 (Cis-3-(2-Methoxybenzylamino)-2-phenylpiperidine). The yield is 58.8%. RXN SMILES: [CH3:1][O:2][C:3]1[CH:22]=[CH:21][CH:20]=[CH:19][C:4]=1[CH2:5][NH:6][C:7]1[C:8]([C:13]2[CH:18]=[CH:17][CH:16]=[CH:15][CH:14]=2)=[N:9][CH:10]=[CH:11][CH:12]=1>C(O)(=O)C.[Pt]=O>[CH3:1][O:2][C:3]1[CH:22]=[CH:21][CH:20]=[CH:19][C:4]=1[CH2:5][NH:6][C@H:7]1[CH2:12][CH2:11][CH2:10][NH:9][C@H:8]1[C:13]1[CH:14]=[CH:15][CH:16]=[CH:17][CH:18]=1. Procedure details: 3-(2-Methoxybenzylamino)-2-phenylpyridine (25 mg) was dissolved in 3 mL of acetic acid. To this solution was added 3 mg of platinum oxide and the mixture was placed on a Parr apparatus (35-40 p.s.i. H2) for ca. 2.5 hours. During this period, three additional 2.5 mg portions of catalyst were added to the system. The mixture was filtered through Celite® which had been rinsed well with ethanol and the filtrate was concentrated with a rotary evaporator. The residue was partitioned between CH2Cl2 and... Reactants: FC1=C(C=CC=C1)NC(NC1=CC=C(C=C1)C=1C=C2CN(C(C2=CC1)=O)[C@H](C(=O)OC)C(C)C)=S ((S)-Methyl 2-(5-(4-(3-(2-fluorophenyl)thioureido)phenyl)-1-oxoisoindolin-2-yl)-3-methylbutanoate), NC1=CC=C(C=C1)C=1C=C2CN(C(C2=CC1)=O)[C@H](C(=O)OC)C(C)C ((S)-Methyl 2-(5-(4-aminophenyl)-1-oxoisoindolin-2-yl)-3-methylbutanoate), COC=1C=C(C=CC1)N=C=S (3-methoxy phenyl isothiocyanate), compound, compound. The product is COC=1C=C(C=CC1)NC(NC1=CC=C(C=C1)C=1C=C2CN(C(C2=CC1)=O)[C@H](C(=O)OC)C(C)C)=S ((S)-Methyl 2-(5-(4-(3-(3-methoxyphenyl)thioureido)phenyl)-1-oxoisoindolin-2-yl)-3-methylbutanoate). Reaction SMILES: F[C:2]1[CH:7]=[CH:6][CH:5]=[CH:4][C:3]=1[NH:8][C:9](=[S:35])[NH:10][C:11]1[CH:16]=[CH:15][C:14]([C:17]2[CH:18]=[C:19]3[C:23](=[CH:24][CH:25]=2)[C:22](=[O:26])[N:21]([C@@H:27]([CH:32]([CH3:34])[CH3:33])[C:28]([O:30][CH3:31])=[O:29])[CH2:20]3)=[CH:13][CH:12]=1.NC1C=CC(C2C=C3C(=CC=2)[C:48](=[O:52])N([C@@H](C(C)C)C(OC)=O)C3)=CC=1.COC1C=C(N=C=S)C=CC=1>>[CH3:48][O:52][C:7]1[CH:2]=[C:3]([NH:8][C:9](=[S:35])[NH:10][C:11]2[CH:16]=[CH:15][C:14]([C:17]3[CH:18]=[C:19]4[C:23](=[CH:24][CH:25]=3)[C:22](=[O:26])[N:21]([C@@H:27]([CH:32]([CH3:34])[CH3:33])[C:28]([O:30][CH3:31])=[O:29])[CH2:20]4)=[CH:13][CH:12]=2)[CH:4]=[CH:5][CH:6]=1. Reported procedure: The compound of example 262 was prepared analogous to compound of example 256 by reaction of compound of example 223 with 3-methoxy phenyl isothiocyanate. The compound of example 262 was used directly without isolation for the preparation of compound of example 263.